Dataset: the Open Reaction Database (ORD), a public repository of structured organic reaction records. Task: describe an organic reaction: reactants, conditions, products, and yield Starting materials: C(C1=CC=CC=C1)N1C(CN(CC1)CC1=CC=CC=C1)CN (C-(1,4-Dibenzyl-piperazin-2-yl)-methylamine), OC1=CC=C(C(=O)O)C=C1 (4-hydroxybenzoic acid). Product: C(C1=CC=CC=C1)N1C(CN(CC1)CC1=CC=CC=C1)CNC(C1=CC=C(C=C1)O)=O (N-(1,4-Dibenzyl-piperazin-2-ylmethyl)-4-hydroxy-benzamide). Reaction SMILES: [CH2:1]([N:8]1[CH2:13][CH2:12][N:11]([CH2:14][C:15]2[CH:20]=[CH:19][CH:18]=[CH:17][CH:16]=2)[CH2:10][CH:9]1[CH2:21][NH2:22])[C:2]1[CH:7]=[CH:6][CH:5]=[CH:4][CH:3]=1.[OH:23][C:24]1[CH:32]=[CH:31][C:27]([C:28](O)=[O:29])=[CH:26][CH:25]=1>>[CH2:1]([N:8]1[CH2:13][CH2:12][N:11]([CH2:14][C:15]2[CH:20]=[CH:19][CH:18]=[CH:17][CH:16]=2)[CH2:10][CH:9]1[CH2:21][NH:22][C:28](=[O:29])[C:27]1[CH:31]=[CH:32][C:24]([OH:23])=[CH:25][CH:26]=1)[C:2]1[CH:3]=[CH:4][CH:5]=[CH:6][CH:7]=1. Reported procedure: The N-(1,4-Dibenzyl-piperazin-2-ylmethyl)-4-hydroxy-benzamide was prepared from C-(1,4-Dibenzyl-piperazin-2-yl)-methylamine and 4-hydroxybenzoic acid as described in EXAMPLE 1, Step 2. Reactants: CCCCCCCCC(C)C(=O)Cl, O=C(O)c1ccc(O)cc1. The product is CCCCCCCCC(C)C(=O)Oc1ccc(C(=O)O)cc1. Reaction SMILES: [CH3:11][CH:12]([C:13](=[O:14])[Cl:15])[CH2:16][CH2:17][CH2:18][CH2:19][CH2:20][CH2:21][CH2:22][CH3:23].[OH:1][c:2]1[cH:3][cH:4][c:5]([C:6](=[O:7])[OH:8])[cH:9][cH:10]1>>[O:1]([c:2]1[cH:3][cH:4][c:5]([C:6](=[O:7])[OH:8])[cH:9][cH:10]1)[C:13]([CH:12]([CH3:11])[CH2:16][CH2:17][CH2:18][CH2:19][CH2:20][CH2:21][CH2:22][CH3:23])=[O:14].